From a dataset of the Open Reaction Database (ORD), a public repository of structured organic reaction records. describe an organic reaction: reactants, conditions, products, and yield Yield: 19.8%. Product: CC=1C=C(C=CC1)C(CC=O)C (3-(3-methylphenyl)butanal). The reactants are BrC=1C=C(C=CC1)C (3-bromo toluene), C1(=C(C=CC=C1)P(C1=C(C=CC=C1)C)C1=C(C=CC=C1)C)C (tri-o-tolyl phosphine), C(C=CC)O (crotyl alcohol), C([O-])([O-])=O.[Na+].[Na+] (sodium carbonate). Run in CN(C)C=O (DMF), CC(C)(C)OC (MTBE). Run at temperature 102.5 celsius, time 1 hour. The reagents and catalysts are [Br-].C(CCC)[N+](CCCC)(CCCC)CCCC (tetrabutyl-ammonium bromide), C(C)(=O)[O-].[Pd+2].C(C)(=O)[O-] (palladium acetate). Procedure: In a 1 L three-necked round-bottom flask equipped with a mechanical stirrer and a reflux condenser were introduced DMF (300 mL), 3-bromo toluene (66.3 g, 0.39 mol), of crotyl alcohol (99 mL, 1.16 mol, 3 eq), sodium carbonate (102.5 g, 0.97 mol, 2.5 eq), tetrabutyl-ammonium bromide (107.6 g, 0.39 mol, 1 eq), palladium acetate (7.8 g, 11.6 mmol, 3 mol %) and tri-o-tolyl phosphine (11.8 g, 38.7 mmol, 0.1 eq). After stirring for 1 h at 100-105° C., the reaction mixture was cooled to ambient temperat... RXN SMILES: Br[C:2]1[CH:3]=[C:4]([CH3:8])[CH:5]=C[CH:7]=1.[CH2:9]([OH:13])[CH:10]=[CH:11][CH3:12].[C:14](=O)([O-])[O-].[Na+].[Na+].C1(C)C=CC=CC=1P(C1C=CC=CC=1C)C1C=CC=CC=1C>[Br-].C([N+](CCCC)(CCCC)CCCC)CCC.CC(OC)(C)C.C([O-])(=O)C.[Pd+2].C([O-])(=O)C.CN(C=O)C>[CH3:8][C:4]1[CH:5]=[C:12]([CH:11]([CH3:14])[CH2:10][CH:9]=[O:13])[CH:7]=[CH:2][CH:3]=1 |f:2.3.4,6.7,9.10.11|. Starting materials: C1(=CC=CC=C1)NC1=CC=C(C=C1)N (N-phenyl-p-phenylene diamine), SCCC(=O)O (β-mercaptopropionic acid), C=1(C(=CC=CC1)C)C (xylene). Solvent: CCCCCC (hexane). Run at temperature 140 celsius. Yields the product N(C1=CC=CC=C1)C1=CC=C(C=C1)NC(CCS)=O (N-(4-ANILINO-PHENYL)-β-MERCAPTOPROPIONAMIDE). Reaction SMILES: [C:1]1([NH:7][C:8]2[CH:13]=[CH:12][C:11]([NH2:14])=[CH:10][CH:9]=2)[CH:6]=[CH:5][CH:4]=[CH:3][CH:2]=1.[SH:15][CH2:16][CH2:17][C:18](O)=[O:19].C1(C)C(C)=CC=CC=1>CCCCCC>[NH:7]([C:8]1[CH:13]=[CH:12][C:11]([NH:14][C:18](=[O:19])[CH2:17][CH2:16][SH:15])=[CH:10][CH:9]=1)[C:1]1[CH:2]=[CH:3][CH:4]=[CH:5][CH:6]=1. Reported procedure: A mixture of 18.4 grams of N-phenyl-p-phenylene diamine, 10.6 grams of β-mercaptopropionic acid and 120 milliliters of xylene (technical grade) was heated to reflux (about 140° C.) under nitrogen atmosphere, with stirring. A 1.6 milliliter quantity of water (90% of theory) was removed from this mixture by azetropic distillation through a Vigreux column with the aid of Dean-Start trap, during a 13-hour period. A solid product was isolated in 18.7 grams quantity from the reaction mixture by coolin... Starting materials: COc1ccc2nc(SCc3cccc4c3N(C)CCC4)[nH]c2c1, O=C(OO)c1cccc(Cl)c1, ClCCl, [Na+], [Na+], O=C([O-])[O-]. Product: COc1ccc2nc(S(=O)Cc3cccc4c3N(C)CCC4)[nH]c2c1. As a reaction SMILES: [CH3:1][O:2][c:3]1[cH:4][c:5]2[c:6]([n:7][c:8]([S:10][CH2:11][c:12]3[cH:13][cH:14][cH:15][c:16]4[c:21]3[N:20]([CH3:22])[CH2:19][CH2:18][CH2:17]4)[nH:9]2)[cH:23][cH:24]1.[Cl:25][c:26]1[cH:27][cH:28][cH:29][c:30]([C:31]([O:32][OH:34])=[O:33])[cH:35]1.[Cl:42][CH2:43][Cl:44].[Na+:36].[Na+:37].[O-:38][C:39](=[O:40])[O-:41]>>[CH3:1][O:2][c:3]1[cH:4][c:5]2[c:6]([n:7][c:8]([S:10]([CH2:11][c:12]3[cH:13][cH:14][cH:15][c:16]4[c:21]3[N:20]([CH3:22])[CH2:19][CH2:18][CH2:17]4)=[O:33])[nH:9]2)[cH:23][cH:24]1. Reactants: OC=1C=CC=C(CN2C=CC3=CC=CC=C23)C1 (5-hydroxybenzyl-1H-indole), C1CCN2CCC(CC12)=O (7-octahydroindolizinone). Run in [OH-].[K+] (potassium hydroxide), O (water). The product is C1CCN2CC=C(CC12)C=1C=C(CN2C=CC3=CC=CC=C23)C=C(C1)O (3-(1,2,3,4,5,8-Hexahydroindolizin-7-yl)-5-hydroxybenzyl-1H-indole). Reaction SMILES: [OH:1][C:2]1[CH:3]=[CH:4][CH:5]=[C:6]([CH:17]=1)[CH2:7][N:8]1[C:16]2[C:11](=[CH:12][CH:13]=[CH:14][CH:15]=2)[CH:10]=[CH:9]1.[CH2:18]1[CH:26]2[N:21]([CH2:22][CH2:23][C:24](=O)[CH2:25]2)[CH2:20][CH2:19]1>[OH-].[K+].O>[CH2:18]1[CH:26]2[N:21]([CH2:22][CH:23]=[C:24]([C:4]3[CH:5]=[C:6]([CH:17]=[C:2]([OH:1])[CH:3]=3)[CH2:7][N:8]3[C:16]4[C:11](=[CH:12][CH:13]=[CH:14][CH:15]=4)[CH:10]=[CH:9]3)[CH2:25]2)[CH2:20][CH2:19]1 |f:2.3|. Reported procedure: A mixture of 5-hydroxybenzyl-1H-indole (3.69 g, 16.5 mmol) and 7-octahydroindolizinone (2.98 g, 21.5 mmol) in methanolic potassium hydroxide (10% potassium hydroxide in methanol, 50 ml) was heated to reflux for 3.5 hours. The reaction was diluted with water and the precipitate was collected by filtration. The filter cake was triturated with hot diethyl ether and filtered. The filter cake was recrystallized from methanol and dried to give 1.45 g of tan flakes. (25.8%). Starting materials: [Cl-], Clc1cc(Cl)ncn1, [H-], [NH4+], [Na+], C1CCOC1, OCC(F)(F)F. The product is FC(F)(F)COc1cc(Cl)ncn1. Reaction SMILES: [Cl-:17].[Cl:9][c:10]1[n:11][cH:12][n:13][c:14]([Cl:16])[cH:15]1.[H-:7].[NH4+:18].[Na+:8].[O:19]1[CH2:20][CH2:21][CH2:22][CH2:23]1.[OH:1][CH2:2][C:3]([F:4])([F:5])[F:6]>>[O:1]([CH2:2][C:3]([F:4])([F:5])[F:6])[c:14]1[n:13][cH:12][n:11][c:10]([Cl:9])[cH:15]1. The reactants are C1(CC1)NC1CCN(CC1)C1=NC=C(C=C1F)C(F)(F)F (cyclopropyl-(3′-fluoro-5′-trifluoromethyl-3,4,5,6-tetrahydro-2H-[1,2′]bipyridinyl-4-yl)-amine), CC1=NC=NN1C1=CC=C(C(=O)O)C=C1 (4-(5-methyl-[1,2,4]triazol-1-yl)-benzoic acid). The product is C1(CC1)N(C(C1=CC=C(C=C1)N1N=CN=C1C)=O)C1CCN(CC1)C1=NC=C(C=C1F)C(F)(F)F (N-Cyclopropyl-N-(3′-fluoro-5′-trifluoromethyl-3,4,5,6-tetrahydro-2H-[1,2′]bipyridinyl-4-yl)-4-(5-methyl-[1,2,4]triazol-1-yl)-benzamide). As a reaction SMILES: [CH:1]1([NH:4][CH:5]2[CH2:10][CH2:9][N:8]([C:11]3[C:16]([F:17])=[CH:15][C:14]([C:18]([F:21])([F:20])[F:19])=[CH:13][N:12]=3)[CH2:7][CH2:6]2)[CH2:3][CH2:2]1.[CH3:22][C:23]1[N:27]([C:28]2[CH:36]=[CH:35][C:31]([C:32](O)=[O:33])=[CH:30][CH:29]=2)[N:26]=[CH:25][N:24]=1>>[CH:1]1([N:4]([CH:5]2[CH2:10][CH2:9][N:8]([C:11]3[C:16]([F:17])=[CH:15][C:14]([C:18]([F:20])([F:19])[F:21])=[CH:13][N:12]=3)[CH2:7][CH2:6]2)[C:32](=[O:33])[C:31]2[CH:30]=[CH:29][C:28]([N:27]3[C:23]([CH3:22])=[N:24][CH:25]=[N:26]3)=[CH:36][CH:35]=2)[CH2:2][CH2:3]1. Reported procedure: The title compound is prepared from cyclopropyl-(3′-fluoro-5′-trifluoromethyl-3,4,5,6-tetrahydro-2H-[1,2′]bipyridinyl-4-yl)-amine and 4-(5-methyl-[1,2,4]triazol-1-yl)-benzoic acid following a procedure analogous to that described in Example 90. LC (method 19): tR=4.54 min; Mass spectrum (ESI+): m/z=489 [M+H]+.